From a dataset of the Open Reaction Database (ORD), a public repository of structured organic reaction records. describe an organic reaction: reactants, conditions, products, and yield Starting materials: C(C)(C)(C)OC(=O)N1[C@H](C[C@@H](C1)N)CO ((2R,4S)-1-(tert-Butyloxycarbonyl)-2-hydroxymethy-4-amino-pyrrolidine), C(C)OC(=O)N1C(C=2C(C1=O)=CC=CC2)=O (N-ethoxycarbonyl phthalimide). Run in CO (methanol). Reaction conditions: time 6 hour. The product is C(C)(C)(C)OC(=O)N1[C@H](C[C@@H](C1)N1C(C=2C(C1=O)=CC=CC2)=O)CO ((2R,4S)-1-(tert-Butyloxycarbonyl)-2-hydroxymethyl-4-phthalimido-pyrrolidine). Isolated yield 93.5%. RXN SMILES: [C:1]([O:5][C:6]([N:8]1[CH2:12][C@@H:11]([NH2:13])[CH2:10][C@@H:9]1[CH2:14][OH:15])=[O:7])([CH3:4])([CH3:3])[CH3:2].C(OC(N1[C:25](=[O:26])[C:24]2=[CH:27][CH:28]=[CH:29][CH:30]=[C:23]2[C:22]1=[O:31])=O)C>CO>[C:1]([O:5][C:6]([N:8]1[CH2:12][C@@H:11]([N:13]2[C:25](=[O:26])[C:24]3=[CH:27][CH:28]=[CH:29][CH:30]=[C:23]3[C:22]2=[O:31])[CH2:10][C@@H:9]1[CH2:14][OH:15])=[O:7])([CH3:4])([CH3:3])[CH3:2]. Procedure: (2R,4S)-1-(tert-Butyloxycarbonyl)-2-hydroxymethyl-4-amino-pyrrolidine 41 (1.00 g, 4.63 mmol) was dissolved in dry methanol (20 ml) and treated with N-ethoxycarbonyl phthalimide (1.09 g, 5 mmol) at room temperature. The reaction mixture was stirred for 6 h and evaporated to dryness the residue was purified by flash chromatography over silica gel using CH2Cl2 →EtOAc as the eluent. The pure fractions were collected and evaporated to give 1.5 g (94%) of pure compound as foam. 1HNMR (CDCl3): 1.45 (s,... Starting materials: solution, N1N=NC=C1 (triazole), [C@@H]1([C@H](O)[C@H](O)[C@@H](CO)O1)N1C=NC=2C(O)=NC=NC12 (inosine), saccharide, P(=O)(O)(O)[O-].[K+] (potassium dihydrogenphosphate). Reaction conditions: time 24 hour. Yields the product C1=NC(=NN1[C@H]2[C@@H]([C@@H]([C@H](O2)CO)O)O)C(=O)N (ribavirin). As a reaction SMILES: [NH:1]1C=CN=N1.[C@@H:6]1([N:15]2C3N=C[N:21]=[C:19]([OH:20])[C:18]=3[N:17]=[CH:16]2)[O:14][C@H:11]([CH2:12][OH:13])[C@@H:9]([OH:10])[C@H:7]1[OH:8].P([O-])(O)(O)=O.[K+]>>[CH:16]1[N:15]([C@@H:6]2[O:14][C@H:11]([CH2:12][OH:13])[C@@H:9]([OH:10])[C@H:7]2[OH:8])[N:1]=[C:18]([C:19]([NH2:21])=[O:20])[N:17]=1 |f:2.3|. Procedure details: By using a substrate solution (pH 6.0) containing 40 mM triazole as the base donor, 60 mM inosine as the saccharide residue donor and 40 mM potassium dihydrogenphosphate, reactions were carried out in the same manner as in Example 1 at respective reaction temperature (40° to 70° C.) for 24 hours to produce ribavirin. The results are shown in Table 8. The reactants are NC1CCN(CC1)CC1=CC=C2CCC(NC2=C1)=O (7-[(4-aminopiperidin-1-yl)methyl]-3,4-dihydroquinolin-2(1H)-one), CCN(C(C)C)C(C)C (iPr2NEt), COC=1C=C(C(=O)Cl)C=CC1 (3-methoxybenzoyl chloride), C(=O)(O)[O-].[Na+] (NaHCO3). Run in C(Cl)(Cl)Cl (CHCl3), CC(C)O (IPA). Reaction conditions: time 3 day. The product is COC=1C=C(C(=O)NC2CCN(CC2)CC2=CC=C3CCC(NC3=C2)=O)C=CC1 (3-methoxy-N-{1-[(2-oxo-1,2,3,4-tetrahydroquinolin-7-yl)methyl]piperidin-4-yl}benzamide). Reaction SMILES: [NH2:1][CH:2]1[CH2:7][CH2:6][N:5]([CH2:8][C:9]2[CH:18]=[C:17]3[C:12]([CH2:13][CH2:14][C:15](=[O:19])[NH:16]3)=[CH:11][CH:10]=2)[CH2:4][CH2:3]1.CCN(C(C)C)C(C)C.[CH3:29][O:30][C:31]1[CH:32]=[C:33]([CH:37]=[CH:38][CH:39]=1)[C:34](Cl)=[O:35].C([O-])(O)=O.[Na+]>CC(O)C.C(Cl)(Cl)Cl>[CH3:29][O:30][C:31]1[CH:32]=[C:33]([CH:37]=[CH:38][CH:39]=1)[C:34]([NH:1][CH:2]1[CH2:7][CH2:6][N:5]([CH2:8][C:9]2[CH:18]=[C:17]3[C:12]([CH2:13][CH2:14][C:15](=[O:19])[NH:16]3)=[CH:11][CH:10]=2)[CH2:4][CH2:3]1)=[O:35] |f:3.4|. Reported procedure: To a CHCl3 (5.00 mL) solution of the compound (250 mg) obtained in Step 1-6, iPr2NEt (370 μL) and 3-methoxybenzoyl chloride (180 mg) were added and the mixture was stirred at room temperature for three days. To the reaction mixture, a saturated aqueous NaHCO3 solution was added and the solution was extracted with CHCl3 four times. The combined organic layers were dried over Na2SO4 and concentrated under reduced pressure. The residue was purified by column chromatography [(silica gel 60 N, mobile...